The task is: describe an organic reaction: reactants, conditions, products, and yield. This data is from the Open Reaction Database (ORD), a public repository of structured organic reaction records. Starting materials: C(C)(C)(C)OC(NC1=C(C=C(C=C1)C=1OC=CC1)NC(CC(=O)C1=CC(=CC=C1)C#N)=O)=O ({2-[3-(3-cyano-phenyl)-3-oxo-propionylamino]-4-furan-2-yl-phenyl}-carbamic acid tert.-butyl ester), C(=O)(C(F)(F)F)O (TFA). The solvent is C(Cl)Cl (CH2Cl2). The product is O1C(=CC=C1)C1=CC2=C(N=C(CC(N2)=O)C=2C=C(C#N)C=CC2)C=C1 (3-(7-Furan-2-yl-4-oxo-4,5-dihydro-3H-benzo[b][1,4]diazepin-2-yl)-benzonitrile). As a reaction SMILES: C(OC(=O)[NH:7][C:8]1[CH:13]=[CH:12][C:11]([C:14]2[O:15][CH:16]=[CH:17][CH:18]=2)=[CH:10][C:9]=1[NH:19][C:20](=[O:32])[CH2:21][C:22]([C:24]1[CH:29]=[CH:28][CH:27]=[C:26]([C:30]#[N:31])[CH:25]=1)=O)(C)(C)C.C(O)(C(F)(F)F)=O>C(Cl)Cl>[O:15]1[CH:16]=[CH:17][CH:18]=[C:14]1[C:11]1[CH:12]=[CH:13][C:8]2[N:7]=[C:22]([C:24]3[CH:25]=[C:26]([CH:27]=[CH:28][CH:29]=3)[C:30]#[N:31])[CH2:21][C:20](=[O:32])[NH:19][C:9]=2[CH:10]=1. Procedure: Prepared from {2-[3-(3-cyano-phenyl)-3-oxo-propionylamino]-4-furan-2-yl-phenyl}-carbamic acid tert.-butyl ester (Example K5) by treatment with TFA in CH2Cl2 according to the general procedure M. Obtained as a brown powder (73 mg). Starting materials: CCO, COc1ccc(CN2C(=O)C(NC(=O)Cc3ccccc3)C2CN=[N+]=[N-])c(OC)c1. The product is COc1ccc(CN2C(=O)C(NC(=O)Cc3ccccc3)C2CNC(C)=O)c(OC)c1. RXN SMILES: [CH3:31][CH2:32][OH:33].[N:1](=[N+:2]=[N-:3])[CH2:4][CH:5]1[CH:6]([NH:21][C:22]([CH2:23][c:24]2[cH:25][cH:26][cH:27][cH:28][cH:29]2)=[O:30])[C:7](=[O:20])[N:8]1[CH2:9][c:10]1[c:11]([O:18][CH3:19])[cH:12][c:13]([O:16][CH3:17])[cH:14][cH:15]1>>[NH:1]([CH2:4][CH:5]1[CH:6]([NH:21][C:22]([CH2:23][c:24]2[cH:25][cH:26][cH:27][cH:28][cH:29]2)=[O:30])[C:7](=[O:20])[N:8]1[CH2:9][c:10]1[c:11]([O:18][CH3:19])[cH:12][c:13]([O:16][CH3:17])[cH:14][cH:15]1)[C:32]([CH3:31])=[O:33]. Reactants: OC(C=CC1=CC=C(C=C1)C1=NC=C(C=N1)OCCCCCCCCCC)C(F)(F)F ((-)-2-(4-(3-hydroxy-4,4,4-trifluoro-1-butenyl) phenyl)-5-decyloxypyrimidine), C(CCC)(=O)Cl (butyryl chloride). Solvent: N1=CC=CC=C1 (pyridine), C1(=CC=CC=C1)C (toluene). Conditions: time 4 hour. Yields the product C(CCC)(=O)OC(C=CC1=CC=C(C=C1)C1=NC=C(C=N1)OCCCCCCCCCC)C(F)(F)F ((+)-2-(4-(3-butyryloxy-4,4,4-trifluoro-1-butenyl) phenyl)-5-decyloxy-pyrimidine). Isolated yield 93.1%. RXN SMILES: [OH:1][CH:2]([C:28]([F:31])([F:30])[F:29])[CH:3]=[CH:4][C:5]1[CH:10]=[CH:9][C:8]([C:11]2[N:16]=[CH:15][C:14]([O:17][CH2:18][CH2:19][CH2:20][CH2:21][CH2:22][CH2:23][CH2:24][CH2:25][CH2:26][CH3:27])=[CH:13][N:12]=2)=[CH:7][CH:6]=1.[C:32](Cl)(=[O:36])[CH2:33][CH2:34][CH3:35]>N1C=CC=CC=1.C1(C)C=CC=CC=1>[C:32]([O:1][CH:2]([C:28]([F:30])([F:31])[F:29])[CH:3]=[CH:4][C:5]1[CH:6]=[CH:7][C:8]([C:11]2[N:16]=[CH:15][C:14]([O:17][CH2:18][CH2:19][CH2:20][CH2:21][CH2:22][CH2:23][CH2:24][CH2:25][CH2:26][CH3:27])=[CH:13][N:12]=2)=[CH:9][CH:10]=1)(=[O:36])[CH2:33][CH2:34][CH3:35]. Reported procedure: 1.0 g of (-)-2-(4-(3-hydroxy-4,4,4-trifluoro-1-butenyl) phenyl)-5-decyloxypyrimidine was dissolved in 20 ml of pyridine. The solution was added with 0.5 g of butyryl chloride and stirred at 25°-30° C. for 4 hours. The reaction mixture was diluted with 100 ml of toluene and washed with 4N hydrochloric acid, water, a 5% sodium bicarbonate solution and water successively in that order, and then the toluene layer was concentrated under reduced pressure. The residue was purified by subjecting it to s... The reactants are Cl.BrC1=CC=NC=C1 (4-bromopyridine HCl), CN(C)C=O (DMF), [Li+].CC(C)[N-]C(C)C (LDA), BrC1=C(C=NC=C1)[Li] (4-bromo-3-lithiopyridine). The product is BrC1=C(C=NC=C1)C=O (4-bromo-3-pyridinecarboxaldehyde). RXN SMILES: Cl.[Br:2][C:3]1[CH:8]=[CH:7][N:6]=[CH:5][CH:4]=1.[Li+].CC([N-]C(C)C)C.BrC1C=CN=CC=1[Li].CN([CH:28]=[O:29])C>>[Br:2][C:3]1[CH:8]=[CH:7][N:6]=[CH:5][C:4]=1[CH:28]=[O:29] |f:0.1,2.3|. Procedure: Following the procedure of Gribble and Saulnier, Tetrahedron Lett., 21:4137-4140 (1980)) reacting 4-bromopyridine HCl (Aldrich) with 2 eq of LDA, and reacting the 4-bromo-3-lithiopyridine with DMF provided 4-bromo-3-pyridinecarboxaldehyde, which was converted to the title compound by DIBAL reduction. MS: 188 & 190 (M+H)+ ; 1H NMR (CDCl3) δ: 8.66 (s, 1H), 8.36 (d, J=6 Hz, 1H), 7.52 (d, J=6 Hz, 1H), 4.82 (d, J=6 Hz, 2H), 2.12 (t, J=6 Hz, 1H). The reactants are [N+](=O)([O-])C (nitromethane), [F-].C(CCC)[N+](CCCC)(CCCC)CCCC (tetrabutylammonium fluoride), C(C)OC(C=C1CCC1)=O (Cyclobutylidene-acetic acid ethyl ester). Run in C(C)(=O)OCC (ethyl acetate), O1CCCC1 (tetrahydrofuran). Reaction conditions: time 18 hour. Yields the product C(C)OC(CC1(CCC1)C[N+](=O)[O-])=O ((1-Nitromethyl-cyclobutyl)-acetic acid ethyl ester). Yield: 52.1%. Reaction SMILES: [CH2:1]([O:3][C:4](=[O:10])[CH:5]=[C:6]1[CH2:9][CH2:8][CH2:7]1)[CH3:2].[N+:11]([CH3:14])([O-:13])=[O:12].[F-].C([N+](CCCC)(CCCC)CCCC)CCC>O1CCCC1.C(OCC)(=O)C>[CH2:1]([O:3][C:4](=[O:10])[CH2:5][C:6]1([CH2:14][N+:11]([O-:13])=[O:12])[CH2:9][CH2:8][CH2:7]1)[CH3:2] |f:2.3|. Procedure details: The unsaturated ester (2) (5.79 g, 41.4 mmol) was dissolved in tetrahydrofuran (20 mL) and stirred at 70° C. with nitromethane (4.67 mL, 86.4 mmol) and tetrabutylammonium fluoride (1.0 M in tetrahydrofuran, 55 mL, 55.0 mmol). After 18 hours, the mixture was cooled to room temperature, diluted with ethyl acetate (150 mL), and washed with 2N HCl (60 mL) followed by brine (100 mL). The organic phase was collected, dried (MgSO4), and the solvent removed in vacuo. The residue was purified by flash ch...